This data is from the Open Reaction Database (ORD), a public repository of structured organic reaction records. The task is: describe an organic reaction: reactants, conditions, products, and yield The reactants are Cl.N1CCC(CC1)C1=C(C(=NN1)C1=CC(=CC=C1)Cl)C1=CC=NC=C1 (5-(4-piperidyl)-4-(4-pyridyl)-3-(3-chlorophenyl)pyrazole hydrochloride), Cl.N1CCC(CC1)C1=C(C(=NN1)C1=CC=C(C=C1)Cl)C1=CC=NC=C1 (5-(4-piperidyl)-4-(4-pyridyl)-3-(4-chlorophenyl)pyrazole hydrochloride). Yields the product CN1CCC(CC1)C1=C(C(=NN1)C1=CC(=CC=C1)Cl)C1=CC=NC=C1 (5-(N-METHYL-4-PIPERIDYL)-4-(4-PYRIDYL)-3-(3-CHLOROPHENYL)PYRAZOLE). RXN SMILES: Cl.[NH:2]1[CH2:7][CH2:6][CH:5]([C:8]2[NH:12][N:11]=[C:10]([C:13]3[CH:18]=[CH:17][CH:16]=[C:15]([Cl:19])[CH:14]=3)[C:9]=2[C:20]2[CH:25]=[CH:24][N:23]=[CH:22][CH:21]=2)[CH2:4][CH2:3]1.Cl.N1CCC(C2NN=C(C3C=CC(Cl)=CC=3)C=2C2C=CN=CC=2)C[CH2:28]1>>[CH3:28][N:2]1[CH2:3][CH2:4][CH:5]([C:8]2[NH:12][N:11]=[C:10]([C:13]3[CH:18]=[CH:17][CH:16]=[C:15]([Cl:19])[CH:14]=3)[C:9]=2[C:20]2[CH:21]=[CH:22][N:23]=[CH:24][CH:25]=2)[CH2:6][CH2:7]1 |f:0.1,2.3|. Procedure details: By following the method of Example C-75 and substituting 5-(4-piperidyl)-4-(4-pyridyl)-3-(3-chlorophenyl)pyrazole hydrochloride (Example C-88), for 5-(4-piperidyl)-4-(4-pyridyl)-3-(4-chlorophenyl)pyrazole hydrochloride (Example C-74) the title compound was prepared: MS (M+H): 353 (base peak). Yields the product FC(C1=C(C=CC=C1)C1=CC=C(CO)C=C1)(F)F (4-(2'-trifluoromethylphenyl)benzylalcohol). Run at time 3 hour. RXN SMILES: [F:1][C:2]([F:19])([F:18])[C:3]1[CH:8]=[CH:7][CH:6]=[CH:5][C:4]=1[C:9]1[CH:17]=[CH:16][C:12]([C:13](O)=[O:14])=[CH:11][CH:10]=1.[H-].[Al+3].[Li+].[H-].[H-].[H-]>C1COCC1>[F:1][C:2]([F:18])([F:19])[C:3]1[CH:8]=[CH:7][CH:6]=[CH:5][C:4]=1[C:9]1[CH:17]=[CH:16][C:12]([CH2:13][OH:14])=[CH:11][CH:10]=1 |f:1.2.3.4.5.6|. Procedure: To a solution of 4-(2'-trifluoromethylphenyl)benzoic acid (1.525 g, 5.728 mmol) in THF (25 mL) at 0° C. was added 1.0 M lithium aluminum hydride in tetrahydrofuran (12.0 mL, 12.0 mmol) over 10 minutes. The reaction was allowed to stir at ambient temperature for 3 hours, cooled to 0° C., and quenched by dropwise addition of water (0.5 mL), 4 N aq. NaOH (0.5 mL), and water (1.5 mL). The reaction was filtered through a pad of Celite and the filtrate evaporated in vacuo. The residue was chromatograp... Solvent: C1CCOC1 (THF), O1CCCC1 (tetrahydrofuran). Reactants: FC(C1=C(C=CC=C1)C1=CC=C(C(=O)O)C=C1)(F)F (4-(2'-trifluoromethylphenyl)benzoic acid), [H-].[Al+3].[Li+].[H-].[H-].[H-] (lithium aluminum hydride).